This data is from the Open Reaction Database (ORD), a public repository of structured organic reaction records. The task is: describe an organic reaction: reactants, conditions, products, and yield Reactants: CCCCCC, CCOC(C)=O, COC(=O)CCC1=CC(=O)CC1. Yields the product COC(=O)CCC1CCC(=O)C1. RXN SMILES: [CH3:13][CH2:14][CH2:15][CH2:16][CH2:17][CH3:18].[CH3:19][CH2:20][O:21][C:22](=[O:23])[CH3:24].[CH3:1][O:2][C:3]([CH2:4][CH2:5][C:6]1=[CH:7][C:8](=[O:11])[CH2:9][CH2:10]1)=[O:12]>>[CH3:1][O:2][C:3]([CH2:4][CH2:5][CH:6]1[CH2:7][C:8](=[O:11])[CH2:9][CH2:10]1)=[O:12]. The reactants are N#Cc1ccc(F)c2ccccc12, Cc1ccccc1, OCC1CCCN1. Yields the product N#Cc1ccc(N2CCCC2CO)c2ccccc12. Reaction SMILES: [C:1](#[N:2])[c:3]1[cH:4][cH:5][c:6]([F:13])[c:7]2[cH:8][cH:9][cH:10][cH:11][c:12]12.[CH3:21][c:22]1[cH:23][cH:24][cH:25][cH:26][cH:27]1.[NH:14]1[CH:15]([CH2:16][OH:17])[CH2:18][CH2:19][CH2:20]1>>[C:1](#[N:2])[c:3]1[cH:4][cH:5][c:6]([N:14]2[CH:15]([CH2:16][OH:17])[CH2:18][CH2:19][CH2:20]2)[c:7]2[cH:8][cH:9][cH:10][cH:11][c:12]12. Reactants: [N+](=[N-])=C (diazomethane), CCOCC (ether), [NH4+].[Cl-] (NH4Cl), [H-].[Al+3].[Li+].[H-].[H-].[H-] (LAH), C(=O)([O-])C(O)C(O)C(=O)[O-].[K+].[Na+] (sodium potassium tartrate), CC1(C(=O)OC(C1)=O)C (2,2-dimethylsuccinic anhydride). Solvent: C(C)(=O)O (acetic acid), C1CCOC1 (THF), C1CCOC1 (THF). Reaction conditions: temperature -78 celsius, time 45 minute. The product is CC(CC(=O)OC)(CO)C (Methyl 3,3-dimethyl-4-hydroxybutanoate). Yield: 72.0%. As a reaction SMILES: [H-].[Al+3].[Li+].[H-].[H-].[H-].[CH3:7][C:8]1([CH3:15])[CH2:13][C:12](=[O:14])[O:11][C:9]1=[O:10].[C:16](C(C(C([O-])=O)O)O)([O-])=O.[K+].[Na+].[N+](=C)=[N-].CCOCC.[NH4+].[Cl-]>C1COCC1.C(O)(=O)C>[CH3:7][C:8]([CH3:15])([CH2:9][OH:10])[CH2:13][C:12]([O:11][CH3:16])=[O:14] |f:0.1.2.3.4.5,7.8.9,12.13|. Reported procedure: To a suspension of LAH (lithium aluminum hydride) (4.9 g, 0.129 mol) in THF (300 mL) maintained at -78° C. was added during 45 min a solution of 2,2-dimethylsuccinic anhydride (16.5 g, 0.129 mol) in THF (350 mL). After 45 min of vigourous stirring the reaction mixture was warmed to -60° C. and pourred into 1M aqueous sodium potassium tartrate (500 mL) and stirred for 2 h at r.t. The mixture was then acidified with acetic acid (150 mL) and extracted three times with EtOAc. The combined organic ph... The reactants are CO, Cl, O=C1c2ccccc2-c2ccc(OC3CN4CCC3CC4)cc21. The product is c1ccc2c(c1)Cc1cc(OC3CN4CCC3CC4)ccc1-2. Reaction SMILES: [CH3:25][OH:26].[ClH:24].[N:1]12[CH2:2][CH:3]([O:9][c:10]3[cH:11][c:12]4[c:20]([cH:21][cH:22]3)-[c:19]3[c:14]([cH:15][cH:16][cH:17][cH:18]3)[C:13]4=[O:23])[CH:4]([CH2:5][CH2:6]1)[CH2:7][CH2:8]2>>[N:1]12[CH2:2][CH:3]([O:9][c:10]3[cH:11][c:12]4[c:20]([cH:21][cH:22]3)-[c:19]3[c:14]([cH:15][cH:16][cH:17][cH:18]3)[CH2:13]4)[CH:4]([CH2:5][CH2:6]1)[CH2:7][CH2:8]2. Reactants: CCOC(C)=O, CCCCCC, CCCC=Cc1c(C(C)C)nc(C(C)C)c(CO)c1-c1ccccc1C. Product: CCCCCc1c(C(C)C)nc(C(C)C)c(CO)c1-c1ccccc1C. RXN SMILES: [C:33]([O:34][CH2:35][CH3:36])(=[O:37])[CH3:38].[CH3:27][CH2:28][CH2:29][CH2:30][CH2:31][CH3:32].[CH:1]([CH3:2])([CH3:3])[c:4]1[n:5][c:6]([CH:24]([CH3:25])[CH3:26])[c:7]([CH:19]=[CH:20][CH2:21][CH2:22][CH3:23])[c:8](-[c:12]2[c:13]([CH3:18])[cH:14][cH:15][cH:16][cH:17]2)[c:9]1[CH2:10][OH:11]>>[CH:1]([CH3:2])([CH3:3])[c:4]1[n:5][c:6]([CH:24]([CH3:25])[CH3:26])[c:7]([CH2:19][CH2:20][CH2:21][CH2:22][CH3:23])[c:8](-[c:12]2[c:13]([CH3:18])[cH:14][cH:15][cH:16][cH:17]2)[c:9]1[CH2:10][OH:11]. Reactants: solution, B(Br)(Br)Br (boron tribromide), ice water, COC1=CC=C(C=C1)CC[C@@H]1CC[C@H](CC1)O (trans-4-(2-[4-methoxyphenyl]ethyl)cyclohexanol). Run in ClCCl (dichloromethane), ClCCl (dichloromethane). Conditions: time 2 hour. Yields the product OC1=CC=C(C=C1)CC[C@@H]1CC[C@H](CC1)O (trans-4-(2-[4-hydroxyphenyl]ethyl)cyclohexanol). Isolated yield 73.7%. As a reaction SMILES: C[O:2][C:3]1[CH:8]=[CH:7][C:6]([CH2:9][CH2:10][C@H:11]2[CH2:16][CH2:15][C@H:14]([OH:17])[CH2:13][CH2:12]2)=[CH:5][CH:4]=1.B(Br)(Br)Br>ClCCl>[OH:2][C:3]1[CH:4]=[CH:5][C:6]([CH2:9][CH2:10][C@H:11]2[CH2:16][CH2:15][C@H:14]([OH:17])[CH2:13][CH2:12]2)=[CH:7][CH:8]=1. Procedure: A mixture of 7.5 g trans-4-(2-[4-methoxyphenyl]ethyl)cyclohexanol and 100 ml of dichloromethane was treated at 0° C. with 27 ml of a 1M solution of boron tribromide in dichloromethane. The reaction mixture was stirred at room temperature for a further 2 hours and then poured on to ice-water. The organic phase was separated and the aqueous phase was back-extracted three times with 50 ml of dichloromethane each time. The combined organic phases were washed with water, sodium hydrogen carbonate sol... Reactants: BrC1=CC=C(C=C1)C(C)=O (4′-bromoacetophenone), ice HCl, [H-].[Na+] (Sodium hydride), COC=1C=C(C=CC1OC)CC(=O)OC (methyl 2-(3,4-dimethoxyphenyl)acetate). The solvent is CCOCC (Et2O), CCOCC (Et2O). Product: BrC1=CC=C(C=C1)C(CC(CC1=CC(=C(C=C1)OC)OC)=O)=O (1-(4-Bromophenyl)-4-(3,4-dimethoxyphenyl)butane-1,3-dione). Yield: 50.1%. RXN SMILES: [H-].[Na+].[CH3:3][O:4][C:5]1[CH:6]=[C:7]([CH2:13][C:14]([O:16]C)=O)[CH:8]=[CH:9][C:10]=1[O:11][CH3:12].[Br:18][C:19]1[CH:24]=[CH:23][C:22]([C:25](=[O:27])[CH3:26])=[CH:21][CH:20]=1>CCOCC>[Br:18][C:19]1[CH:24]=[CH:23][C:22]([C:25](=[O:27])[CH2:26][C:14](=[O:16])[CH2:13][C:7]2[CH:8]=[CH:9][C:10]([O:11][CH3:12])=[C:5]([O:4][CH3:3])[CH:6]=2)=[CH:21][CH:20]=1 |f:0.1|. Procedure: Sodium hydride (60% dispersion, 3.80 g, 95.1 mmol) was added portionwise to methyl 2-(3,4-dimethoxyphenyl)acetate (10 g, 47.6 mmol) in Et2O (100 ml) at 0° C. A solution of 4′-bromoacetophenone (9.48 g, 47.6 mmol) in Et2O (50 ml) was added dropwise over 1 h. The mixture was heated at reflux for 16 h, cooled, poured into ice/HCl (2 M), extracted with Et2O (3×100 ml), dried (MgSO4) and the solvent removed under reduced pressure. The residue was crystallized from MeOH to give the title compound (9 g...